Dataset: the Open Reaction Database (ORD), a public repository of structured organic reaction records. Task: describe an organic reaction: reactants, conditions, products, and yield Starting materials: O (H2O), Cl.N1=C(C=CC=C1)C(=O)O (picolinic acid hydrochloride), compound 1, CO (Methanol), ice. Solvent: S(=O)(Cl)Cl (thionyl chloride). Yields the product Cl.ClC1=CC(=NC=C1)C(=O)OC (Methyl 4-chloropicolinate hydrochloride). Isolated yield 85.0%. RXN SMILES: O.[ClH:2].[N:3]1[CH:8]=[CH:7][CH:6]=[CH:5][C:4]=1[C:9]([OH:11])=[O:10].[CH3:12]O>S(Cl)(Cl)=O>[ClH:2].[Cl:2][C:6]1[CH:7]=[CH:8][N:3]=[C:4]([C:9]([O:11][CH3:12])=[O:10])[CH:5]=1 |f:1.2,5.6|. Procedure: H2O (18 mL) was added dropwise to a stirred suspension of picolinic acid hydrochloride, compound 1 (157.9 g, 1.0 mol) in thionyl chloride (400 mL). The resulting mixture was heated under reflux for 4 days giving a clear orange solution. After cooling to ambient temperature, the solution was concentrated to a syrup and the residue coevaporated with toluene (2×500 mL). The residue was dissolved in toluene (1 L) and cooled to 0-5° C. Methanol (44.0 g, 1.0 mol) was added dropwise to the ice cold rea... Reactants: COC=1C=C2C(=CC=NC2=CC1OC)OC1=C(C(=C(N)C=C1)C)C (4-[(6,7-Dimethoxy-4-quinolyl)oxy]-2,3-dimethylaniline), ClC(Cl)(OC(OC(Cl)(Cl)Cl)=O)Cl (triphosgene), C([O-])(O)=O.[Na+] (sodium bicarbonate), CN1CCN(CC1)CCC(CCC)O (1-(4-methylpiperazino)-3-hexanol). The solvent is C(C)N(CC)CC (triethylamine), C1(=CC=CC=C1)C (toluene), C(Cl)Cl (methylene chloride). The product is COC=1C=C2C(=CC=NC2=CC1OC)OC1=C(C(=C(C=C1)NC(OC(CCC)CCN1CCN(CC1)C)=O)C)C (1-[2-(4-Methylpiperazino)ethyl]butyl N-{4-[(6,7-dimethoxy-4-quinolyl)oxy]-2,3-dimethylphenyl}carbamate). Yield: 29.5%. RXN SMILES: [CH3:1][O:2][C:3]1[CH:4]=[C:5]2[C:10](=[CH:11][C:12]=1[O:13][CH3:14])[N:9]=[CH:8][CH:7]=[C:6]2[O:15][C:16]1[CH:22]=[CH:21][C:19]([NH2:20])=[C:18]([CH3:23])[C:17]=1[CH3:24].Cl[C:26](Cl)([O:28]C(=O)OC(Cl)(Cl)Cl)Cl.[CH3:37][N:38]1[CH2:43][CH2:42][N:41]([CH2:44][CH2:45][CH:46]([OH:50])[CH2:47][CH2:48][CH3:49])[CH2:40][CH2:39]1.C(=O)(O)[O-].[Na+]>C(Cl)Cl.C(N(CC)CC)C.C1(C)C=CC=CC=1>[CH3:1][O:2][C:3]1[CH:4]=[C:5]2[C:10](=[CH:11][C:12]=1[O:13][CH3:14])[N:9]=[CH:8][CH:7]=[C:6]2[O:15][C:16]1[CH:22]=[CH:21][C:19]([NH:20][C:26](=[O:28])[O:50][CH:46]([CH2:45][CH2:44][N:41]2[CH2:42][CH2:43][N:38]([CH3:37])[CH2:39][CH2:40]2)[CH2:47][CH2:48][CH3:49])=[C:18]([CH3:23])[C:17]=1[CH3:24] |f:3.4|. Procedure details: 4-[(6,7-Dimethoxy-4-quinolyl)oxy]-2,3-dimethylaniline (50 mg) was added to toluene (5 ml), and triethylamine (0.5 ml), and the mixture was heated under reflux to prepare a solution. A solution of triphosgene (68 mg) in methylene chloride was then added thereto, and the mixture was heated under reflux for 10 min. Next, 1-(4-methylpiperazino)-3-hexanol (46 mg) was added thereto, and the mixture was further stirred with heating under reflux for 3 hr. A saturated aqueous sodium bicarbonate solution ... The reactants are C1=C(C=CC=2CCCCC12)O (5,6,7,8-tetrahydro-2-naphthol), C[O-].[Na+] (sodium methoxide), [I-].[K+] (potassium iodide), BrC(C(=O)OC)C1=CC=C(C=C1)OC1=CC=C(C=C1)Cl (methyl α-bromo-α-[p-(p-chlorophenoxy)phenyl]acetate). Solvent: O (water), CO (methanol), C1=CC=CC=C1 (benzene). Product: C1=C(C=CC=2CCCCC12)OC(C(=O)OC)C1=CC=C(C=C1)OC1=CC=C(C=C1)Cl (Methyl α-(5,6,7,8-tetrahydro-2-naphthyloxy)-α-[p-(p-chlorophenoxy)phenyl]acetate). Reaction SMILES: [CH:1]1[C:10]2[CH2:9][CH2:8][CH2:7][CH2:6][C:5]=2[CH:4]=[CH:3][C:2]=1[OH:11].C[O-].[Na+].[I-].[K+].Br[CH:18]([C:23]1[CH:28]=[CH:27][C:26]([O:29][C:30]2[CH:35]=[CH:34][C:33]([Cl:36])=[CH:32][CH:31]=2)=[CH:25][CH:24]=1)[C:19]([O:21][CH3:22])=[O:20]>CO.C1C=CC=CC=1.O>[CH:1]1[C:10]2[CH2:9][CH2:8][CH2:7][CH2:6][C:5]=2[CH:4]=[CH:3][C:2]=1[O:11][CH:18]([C:23]1[CH:28]=[CH:27][C:26]([O:29][C:30]2[CH:31]=[CH:32][C:33]([Cl:36])=[CH:34][CH:35]=2)=[CH:25][CH:24]=1)[C:19]([O:21][CH3:22])=[O:20] |f:1.2,3.4|. Procedure: To a solution of 3.70 g of 5,6,7,8-tetrahydro-2-naphthol, 1.19 g of sodium methoxide and 50 mg of potassium iodide in 40 ml of methanol is added 7.11 g of methyl α-bromo-α-[p-(p-chlorophenoxy)phenyl]acetate in 40 ml of benzene. The mixture is maintained at reflux overnight and then poured into 100 ml of water. The mixture is then extracted with 2 × 75 ml of ether. The combined extracts are washed with 2 × 50 ml of 5% NaOH, 50 ml of water, 50 ml of saturated brine and dried (MgSO4). Evaporation o... Starting materials: ClC(C=1C=C2C(=CC(N(C2=CC1)CC1CC1)=O)C1=CC(=CC=C1)Cl)(C=1N(C=NC1)C)C1=CC=C(C=C1)Cl (6-[Chloro-(4-chloro-phenyl)-(3-methyl-3H-imidazol-4-yl)-methyl]-4-(3-chloro-phenyl)-1-cyclopropylmethyl-1H-quinolin-2-one), C(=O)([O-])[O-].[K+].[K+] (K2CO3), N1N=NC=C1 (1,2,3-triazole). The solvent is CN(C)C=O (DMF), O (H2O). Reaction conditions: temperature 80 celsius. The product is ClC=1C=C(C=CC1)C1=CC(N(C2=CC=C(C=C12)C(N1N=CC=N1)(C=1N(C=NC1)C)C1=CC=C(C=C1)Cl)CC1CC1)=O (4-(3-Chloro-phenyl)-6-[(4-chloro-phenyl)-(3-methyl-3H-imidazol-4-yl)-[1,2,3]triazol-2-yl-methyl]-1-cyclopropylmethyl-1H-quinolin-2-one), ClC=1C=C(C=CC1)C1=CC(N(C2=CC=C(C=C12)C(N1N=NC=C1)(C=1N(C=NC1)C)C1=CC=C(C=C1)Cl)CC1CC1)=O (4-(3-Chloro-phenyl)-6-[(4-chloro-phenyl)-(3-methyl-3H-imidazol-4-yl)-[1,2,3]triazol-1-yl-methyl]-1-cyclopropylmethyl-1H-quinolin-2-one). Yield: 9.0%. Reaction SMILES: Cl[C:2]([C:31]1[CH:36]=[CH:35][C:34]([Cl:37])=[CH:33][CH:32]=1)([C:25]1[N:26]([CH3:30])[CH:27]=[N:28][CH:29]=1)[C:3]1[CH:4]=[C:5]2[C:10](=[CH:11][CH:12]=1)[N:9]([CH2:13][CH:14]1[CH2:16][CH2:15]1)[C:8](=[O:17])[CH:7]=[C:6]2[C:18]1[CH:23]=[CH:22][CH:21]=[C:20]([Cl:24])[CH:19]=1.C([O-])([O-])=O.[K+].[K+].[NH:44]1[CH:48]=[CH:47][N:46]=[N:45]1>CN(C=O)C.O>[Cl:24][C:20]1[CH:19]=[C:18]([C:6]2[C:5]3[C:10](=[CH:11][CH:12]=[C:3]([C:2]([C:31]4[CH:32]=[CH:33][C:34]([Cl:37])=[CH:35][CH:36]=4)([C:25]4[N:26]([CH3:30])[CH:27]=[N:28][CH:29]=4)[N:45]4[N:46]=[CH:47][CH:48]=[N:44]4)[CH:4]=3)[N:9]([CH2:13][CH:14]3[CH2:16][CH2:15]3)[C:8](=[O:17])[CH:7]=2)[CH:23]=[CH:22][CH:21]=1.[Cl:24][C:20]1[CH:19]=[C:18]([C:6]2[C:5]3[C:10](=[CH:11][CH:12]=[C:3]([C:2]([C:31]4[CH:32]=[CH:33][C:34]([Cl:37])=[CH:35][CH:36]=4)([C:25]4[N:26]([CH3:30])[CH:27]=[N:28][CH:29]=4)[N:44]4[CH:48]=[CH:47][N:46]=[N:45]4)[CH:4]=3)[N:9]([CH2:13][CH:14]3[CH2:16][CH2:15]3)[C:8](=[O:17])[CH:7]=2)[CH:23]=[CH:22][CH:21]=1 |f:1.2.3|. Procedure details: A solution of 6-[Chloro-(4-chloro-phenyl)-(3-methyl-3H-imidazol-4-yl)-methyl]-4-(3-chloro-phenyl)-1-cyclopropylmethyl-1H-quinolin-2-one (0.094 g, 0.17 mmol) in DMF (7 mL) was treated with K2CO3 (0.24 g, 0.17 mmol) and 1,2,3-triazole (0.061 mL, 1.03 mmol). The reaction mixture was heated at 80° C. for 12 hours, diluted with H2O (2 mL), and extracted with EtOAc (2 mL). The organic phase was washed with brine (2 mL), dried (MgSO4), filtered, and concentrated in vacuo to give a yellow oil. Purificat... Solvent: O1CCCC1 (tetrahydrofuran). The product is CC(C)(S(=O)(=O)C1=CC(=CC=C1)C(F)(F)F)C1CCN(CC1)C=1C=NC2=CC=CC=C2C1 (3-[4-(1-methyl-1-{[3-(trifluoromethyl)phenyl]sulfonyl}ethyl)piperidin-1-yl]quinoline). The yield is 58.3%. Reported procedure: To a 10 ml vial was added 4-(1-methyl-1-{[3-(trifluoromethyl)phenyl]sulfonyl}ethyl)piperidine (30 mg, 0.089 mmol), quinolin-3-ylboronic acid (62 mg, 0.358 mmol), copper acetate (32.5 mg, 0.179 mmol), diisopropylethyl amine (0.049 ml, 0.358 mmol) and 1 ml tetrahydrofuran. The resulting reaction mixture was stirred at room temperature for one hour then 60° C. 3 hours. After aqueous work up, the crude product was purified on reverse phase column eluted with water/acetonitrile gradient solvent to gi... Conditions: time 1 hour. Reagents/catalysts: C(C)(=O)[O-].[Cu+2].C(C)(=O)[O-] (copper acetate). The reactants are CC(C)(S(=O)(=O)C1=CC(=CC=C1)C(F)(F)F)C1CCNCC1 (4-(1-methyl-1-{[3-(trifluoromethyl)phenyl]sulfonyl}ethyl)piperidine), N1=CC(=CC2=CC=CC=C12)B(O)O (quinolin-3-ylboronic acid), C(C)(C)N(CC)C(C)C (diisopropylethyl amine). As a reaction SMILES: [CH3:1][C:2]([CH:17]1[CH2:22][CH2:21][NH:20][CH2:19][CH2:18]1)([S:4]([C:7]1[CH:12]=[CH:11][CH:10]=[C:9]([C:13]([F:16])([F:15])[F:14])[CH:8]=1)(=[O:6])=[O:5])[CH3:3].[N:23]1[C:32]2[C:27](=[CH:28][CH:29]=[CH:30][CH:31]=2)[CH:26]=[C:25](B(O)O)[CH:24]=1.C(N(C(C)C)CC)(C)C>C([O-])(=O)C.[Cu+2].C([O-])(=O)C.O1CCCC1>[CH3:3][C:2]([CH:17]1[CH2:22][CH2:21][N:20]([C:25]2[CH:24]=[N:23][C:32]3[C:27]([CH:26]=2)=[CH:28][CH:29]=[CH:30][CH:31]=3)[CH2:19][CH2:18]1)([S:4]([C:7]1[CH:12]=[CH:11][CH:10]=[C:9]([C:13]([F:14])([F:16])[F:15])[CH:8]=1)(=[O:5])=[O:6])[CH3:1] |f:3.4.5|.